This data is from the Open Reaction Database (ORD), a public repository of structured organic reaction records. The task is: describe an organic reaction: reactants, conditions, products, and yield Reactants: Cl.NO (Hydroxylamine hydrochloride), CN1CCOCC1 (N-methylmorpholine), FC(C(=O)O)(F)F.C1(CCCCC1)CCC[C@H](CC(=O)O)C1=NC(=NO1)C(=O)N1CC(C1)N1CCOCC1 ((3R)-6-cyclohexyl-3-(3-{[3-(4-morpholinyl)-1-azetidinyl]carbonyl)1,2,4-oxadiazol-5-yl)hexanoic acid trifluoroacetate), CN1CCOCC1 (N-methylmorpholine), ClC(=O)OCC(C)C (isobutyl chloroformate). The solvent is CN(C=O)C (N,N-dimethylformamide). Reaction conditions: temperature 0 celsius, time 45 minute. Yields the product C1(CCCCC1)CCC[C@H](CC(=O)NO)C1=NC(=NO1)C(=O)N1CC(C1)N1CCOCC1 ((3R)-6-Cyclohexyl-N-hydroxy-3-(3-{[3-(4-morpholinyl)-1 -azetidinyl]carbonyl}-1,2,4-oxadiazol-5-yl)hexanamide). Isolated yield 12.4%. RXN SMILES: FC(F)(F)C(O)=O.[CH:8]1([CH2:14][CH2:15][CH2:16][C@@H:17]([C:22]2[O:26][N:25]=[C:24]([C:27]([N:29]3[CH2:32][CH:31]([N:33]4[CH2:38][CH2:37][O:36][CH2:35][CH2:34]4)[CH2:30]3)=[O:28])[N:23]=2)[CH2:18][C:19]([OH:21])=O)[CH2:13][CH2:12][CH2:11][CH2:10][CH2:9]1.CN1CCOCC1.ClC(OCC(C)C)=O.Cl.[NH2:55][OH:56]>CN(C)C=O>[CH:8]1([CH2:14][CH2:15][CH2:16][C@@H:17]([C:22]2[O:26][N:25]=[C:24]([C:27]([N:29]3[CH2:32][CH:31]([N:33]4[CH2:34][CH2:35][O:36][CH2:37][CH2:38]4)[CH2:30]3)=[O:28])[N:23]=2)[CH2:18][C:19]([NH:55][OH:56])=[O:21])[CH2:9][CH2:10][CH2:11][CH2:12][CH2:13]1 |f:0.1,4.5|. Reported procedure: A solution of (3R)-6-cyclohexyl-3-(3-{[3-(4-morpholinyl)-1-azetidinyl]carbonyl)1,2,4-oxadiazol-5-yl)hexanoic acid trifluoroacetate (Preparation 28) (1173 mg, 2.70 mmol) and N-methylmorpholine (327 μl, 2.97 mmol) in N,N-dimethylformamide (25 ml) was cooled to 0° C., treated dropwise with isobutyl chloroformate (386 μl, 2.97 mmol) and stirred under a nitrogen atmosphere at 0° C. for 45 minutes. Hydroxylamine hydrochloride (564 mg, 8.11 mmol) was then added followed by further N-methylmorpholine (8... Starting materials: C(C)C=1C(=NC(=CN1)CC)N[C@H]1[C@H](CC2=CC=CC=C12)O ((1R,2S)-1-[(3,6-diethylpyrazin-2-yl)amino]-2,3-dihydro-1H-inden-2-ol), C(C)C1C(C2=CC=CC=C2C1)N (2-ethylindan-1-amine). Product: C(C)C=1C(=NC(=CN1)CC)NC1C(CC2=CC=CC=C12)CC (3,6-diethyl-N-(2-ethyl-2,3-dihydro-1H-inden-1-yl)pyrazin-2-amine). As a reaction SMILES: [CH2:1]([C:3]1[C:4]([NH:11][C@@H:12]2[C:20]3[C:15](=[CH:16][CH:17]=[CH:18][CH:19]=3)[CH2:14][C@@H:13]2O)=[N:5][C:6]([CH2:9][CH3:10])=[CH:7][N:8]=1)[CH3:2].[CH2:22](C1CC2C(=CC=CC=2)C1N)[CH3:23]>>[CH2:1]([C:3]1[C:4]([NH:11][CH:12]2[C:20]3[C:15](=[CH:16][CH:17]=[CH:18][CH:19]=3)[CH2:14][CH:13]2[CH2:22][CH3:23])=[N:5][C:6]([CH2:9][CH3:10])=[CH:7][N:8]=1)[CH3:2]. Reported procedure: Following the procedure for the preparation of (1R,2S)-1-[(3,6-diethylpyrazin-2-yl)amino]-2,3-dihydro-1H-inden-2-ol but substituting 2-ethylindan-1-amine and making non-critical variations provided the title compound as a yellow oil. MS (ESI+) for m/z 296.2 (M+H)+. Starting materials: [Mg] (magnesium), BrCCC(C1=CC=CC=C1)C1=CC=CC=C1 (1-bromo-3,3-diphenylpropane), O (water), C(C1=CC=CC=C1)N1C=NC=C1C=O (1-benzyl-5-imidazolecarbaldehyde). Run in O1CCCC1 (tetrahydrofuran), O1CCCC1 (tetrahydrofuran), O1CCCC1 (tetrahydrofuran). The product is C(C1=CC=CC=C1)N1C=NC=C1C(CCC(C1=CC=CC=C1)C1=CC=CC=C1)O (1-benzyl-5-(1-hydroxy-4,4-diphenylbutyl)-1H-imidazole). Reaction SMILES: [Mg].Br[CH2:3][CH2:4][CH:5]([C:12]1[CH:17]=[CH:16][CH:15]=[CH:14][CH:13]=1)[C:6]1[CH:11]=[CH:10][CH:9]=[CH:8][CH:7]=1.[CH2:18]([N:25]1[C:29]([CH:30]=[O:31])=[CH:28][N:27]=[CH:26]1)[C:19]1[CH:24]=[CH:23][CH:22]=[CH:21][CH:20]=1.O>O1CCCC1>[CH2:18]([N:25]1[C:29]([CH:30]([OH:31])[CH2:3][CH2:4][CH:5]([C:12]2[CH:17]=[CH:16][CH:15]=[CH:14][CH:13]=2)[C:6]2[CH:11]=[CH:10][CH:9]=[CH:8][CH:7]=2)=[CH:28][N:27]=[CH:26]1)[C:19]1[CH:20]=[CH:21][CH:22]=[CH:23][CH:24]=1. Procedure: 2,0 g of magnesium turnings are covered with 60 ml of dry tetrahydrofuran. To the mixture is then added dropwise a solution of 1-bromo-3,3-diphenylpropane (22,9 g) in 20 ml of dry tetrahydrofuran at such a rate that a smooth reaction is maintained. After the addition is complete, the reaction mixture is refluxed for one additional hour and cooled to room temperature. The reaction mixture is then added dropwise to a solution of 1-benzyl-5-imidazolecarbaldehyde (7,35 g) in 80 ml of tetrahydrofuran... Reactants: c4ccc(B3OB(c1ccccc1)OB(c2ccccc2)O3)cc4 (effective_coupling_partner), CC(=O)Oc2ccc1cc(C(=O)C)ccc1c2 (substrate). Reagents/catalysts: PCy3. Conditions: temperature 110 celsius, time 12 hour. Yields the product CC(=O)c3ccc2cc(c1ccccc1)ccc2c3. Solvent: C1(=CC=CC=C1)C (toluene). RXN SMILES: [CH2:1]([N:8]1[CH2:13][CH2:12][C:11]([C:15]2[CH:20]=[C:19]([Cl:21])[CH:18]=[CH:17][C:16]=2[O:22][CH3:23])(O)[CH2:10][CH2:9]1)[C:2]1[CH:7]=[CH:6][CH:5]=[CH:4][CH:3]=1.CC1C=CC(S(O)(=O)=O)=CC=1.O>C1(C)C=CC=CC=1>[CH2:1]([N:8]1[CH2:9][CH:10]=[C:11]([C:15]2[CH:20]=[C:19]([Cl:21])[CH:18]=[CH:17][C:16]=2[O:22][CH3:23])[CH2:12][CH2:13]1)[C:2]1[CH:7]=[CH:6][CH:5]=[CH:4][CH:3]=1. Product: C(C1=CC=CC=C1)N1CCC(=CC1)C1=C(C=CC(=C1)Cl)OC (1-benzyl-4-(5-chloro-2-methoxy-phenyl)-1,2,3,6-tetrahydro-pyridine). Reactants: C(C1=CC=CC=C1)N1CCC(CC1)(O)C1=C(C=CC(=C1)Cl)OC (1-benzyl-4-(5-chloro-2-methoxy-phenyl)-piperidin-4-ol), CC=1C=CC(=CC1)S(=O)(=O)O (p-TsOH), O (water). Procedure: A solution of 1-benzyl-4-(5-chloro-2-methoxy-phenyl)-piperidin-4-ol 1b (1.2, 17 g, 0.05 mol) and p-TsOH (29.3 g, 0.15 mol) in toluene (300 mL) was heated to reflux for 6 h with water being removed through a Dean-Stark apparatus. The mixture was cooled to room temperature and was washed with saturated NaHCO3 (100 mL×3). The organic layer was dried over Na2SO4 and concentrated to afford 1-benzyl-4-(5-chloro-2-methoxy-phenyl)-1,2,3,6-tetrahydro-pyridine 1c as a brown liquid. The reactants are [Al+3], O=Cc1c[nH]c2c(Br)cc(C(F)(F)F)cc12, C1CCOC1, [H-], [H-], [H-], [H-], [Li+]. Yields the product Cc1c[nH]c2c(Br)cc(C(F)(F)F)cc12. As a reaction SMILES: [Al+3:2].[Br:7][c:8]1[cH:9][c:10]([C:19]([F:20])([F:21])[F:22])[cH:11][c:12]2[c:13]([CH:17]=[O:18])[cH:14][nH:15][c:16]12.[CH2:23]1[O:24][CH2:25][CH2:26][CH2:27]1.[H-:1].[H-:4].[H-:5].[H-:6].[Li+:3]>>[Br:7][c:8]1[cH:9][c:10]([C:19]([F:20])([F:21])[F:22])[cH:11][c:12]2[c:13]([CH3:17])[cH:14][nH:15][c:16]12.